Dataset: the Open Reaction Database (ORD), a public repository of structured organic reaction records. Task: describe an organic reaction: reactants, conditions, products, and yield Starting materials: C1N(CCC2=CC=CC=C12)CC(CNC(COC=1C=C2C=NN(C2=CC1)C1CCN(CC1)C(=O)OC(C)(C)C)=O)O (tert-butyl 4-(5-(2-((3-(3,4-dihydroisoquinolin-2(1H)-yl)-2-hydroxypropyl)amino)-2-oxoethoxy)-1H-indazol-1-yl)piperidine-1-carboxylate). Run in C(C)OC(=O)C.Cl (EtOAc.HCl). Conditions: temperature 25 celsius, time 2 hour. The product is C1N(CCC2=CC=CC=C12)CC(CNC(COC=1C=C2C=NN(C2=CC1)C1CCNCC1)=O)O (N-(3-(3,4-dihydroisoquinolin-2(1H)-yl)-2-hydroxypropyl)-2-((1-(piperidin-4-yl)-1H-indazol-5-yl)oxy)acetamide). Yield: 94.0%. As a reaction SMILES: [CH2:1]1[C:10]2[C:5](=[CH:6][CH:7]=[CH:8][CH:9]=2)[CH2:4][CH2:3][N:2]1[CH2:11][CH:12]([OH:41])[CH2:13][NH:14][C:15](=[O:40])[CH2:16][O:17][C:18]1[CH:19]=[C:20]2[C:24](=[CH:25][CH:26]=1)[N:23]([CH:27]1[CH2:32][CH2:31][N:30](C(OC(C)(C)C)=O)[CH2:29][CH2:28]1)[N:22]=[CH:21]2>C(OC(C)=O)C.Cl>[CH2:1]1[C:10]2[C:5](=[CH:6][CH:7]=[CH:8][CH:9]=2)[CH2:4][CH2:3][N:2]1[CH2:11][CH:12]([OH:41])[CH2:13][NH:14][C:15](=[O:40])[CH2:16][O:17][C:18]1[CH:19]=[C:20]2[C:24](=[CH:25][CH:26]=1)[N:23]([CH:27]1[CH2:32][CH2:31][NH:30][CH2:29][CH2:28]1)[N:22]=[CH:21]2 |f:1.2|. Procedure: To tert-butyl 4-(5-(2-((3-(3,4-dihydroisoquinolin-2(1H)-yl)-2-hydroxypropyl)amino)-2-oxoethoxy)-1H-indazol-1-yl)piperidine-1-carboxylate (110 mg, 0.195 mmol) was added EtOAc.HCl (10 mL), the solution was stirred at 25° C. for 2 h, concentrated under reduced pressure, and purified by prep-HPLC to give N-(3-(3,4-dihydroisoquinolin-2(1H)-yl)-2-hydroxypropyl)-2-((1-(piperidin-4-yl)-1H-indazol-5-yl)oxy)acetamide (85 mg, yield 94%) as a colorless oil. 1H NMR (400 MHz, METHANOL-d4) δ ppm 8.47 (br. s., ... Run at temperature 20 celsius, time 3 day. Solvent: O (water), C1(=CC=CC=C1)C (toluene), N1=CC=CC=C1 (Pyridine), C1(=CC=CC=C1)C (Toluene), C1(=CC=CC=C1)C (toluene). Reactants: FC1=CC2=C(N[C@H](CO2)CC(=O)OCC)C=C1 (Ethyl [(3S)-7-fluoro-3,4-dihydro-2H-1,4-benzoxazin-3-yl]acetate), FC1=CC2=C(N[C@H](CO2)CC(=O)OCC)C=C1 (Ethyl [(3S)-7-fluoro-3,4-dihydro-2H-1,4-benzoxazin-3-yl]acetate), C(CC)P1(OP(OP(O1)(=O)CCC)(=O)CCC)=O (T3P), CC1CCCO1 (2-MeTHF), O=C1COC2=C(N1)C=C(C=C2)C(=O)O (3-Oxo-3,4-dihydro-2H-1,4-benzoxazine-6-carboxylic acid), C([O-])(O)=O.[Na+] (sodium bicarbonate). Reported procedure: 3-Oxo-3,4-dihydro-2H-1,4-benzoxazine-6-carboxylic acid (2.219 kg, 11.44 mol; 99.6 mass %) was charged to a 100 L glass-lined vessel followed by toluene (9 L). Ethyl [(3S)-7-fluoro-3,4-dihydro-2H-1,4-benzoxazin-3-yl]acetate (Intermediate 10a, 2.970 kg, 10.39 mol, 83.7 mass %) was charged and the mixture was stirred at 20° C. A solution of T3P in 2-MeTHF (11.6 L, 20.8 mol, 55.7 mass %) was then charged to the vessel within 5 minutes. Toluene (3.1 L), Pyridine (2.5 L) and toluene (3 L) were charged... RXN SMILES: [O:1]=[C:2]1[NH:7][C:6]2[CH:8]=[C:9]([C:12]([OH:14])=O)[CH:10]=[CH:11][C:5]=2[O:4][CH2:3]1.[F:15][C:16]1[CH:31]=[CH:30][C:19]2[NH:20][C@@H:21]([CH2:24][C:25]([O:27][CH2:28][CH3:29])=[O:26])[CH2:22][O:23][C:18]=2[CH:17]=1.C(P1(=O)OP(CCC)(=O)OP(CCC)(=O)O1)CC.CC1OCCC1.C(=O)(O)[O-].[Na+]>O.C1(C)C=CC=CC=1.N1C=CC=CC=1>[F:15][C:16]1[CH:31]=[CH:30][C:19]2[N:20]([C:12]([C:9]3[CH:10]=[CH:11][C:5]4[O:4][CH2:3][C:2](=[O:1])[NH:7][C:6]=4[CH:8]=3)=[O:14])[C@@H:21]([CH2:24][C:25]([O:27][CH2:28][CH3:29])=[O:26])[CH2:22][O:23][C:18]=2[CH:17]=1 |f:4.5|. Product: FC1=CC2=C(N([C@H](CO2)CC(=O)OCC)C(=O)C=2C=CC3=C(NC(CO3)=O)C2)C=C1 (ethyl {(3S)-7-fluoro-4-[(3-oxo-3,4-dihydro-2H-1,4-benzoxazin-6-yl)carbonyl]-3,4-dihydro-2H-1,4-benzoxazin-3-yl}acetate).